Dataset: the Open Reaction Database (ORD), a public repository of structured organic reaction records. Task: describe an organic reaction: reactants, conditions, products, and yield Reactants: [Li]CCCC, CCCC[Sn](Cl)(CCCC)CCCC, C1CCOC1, CC(C)NC(C)C, Fc1cncc(F)c1, O. The product is CCCC[Sn](CCCC)(CCCC)c1c(F)cncc1F. RXN SMILES: [CH2:1]([Li:2])[CH2:3][CH2:4][CH3:5].[CH2:21]([CH2:22][CH2:23][CH3:24])[Sn:25]([CH2:26][CH2:27][CH2:28][CH3:29])([CH2:30][CH2:31][CH2:32][CH3:33])[Cl:34].[CH2:35]1[O:36][CH2:37][CH2:38][CH2:39]1.[CH:6]([NH:7][CH:8]([CH3:9])[CH3:10])([CH3:11])[CH3:12].[F:13][c:14]1[cH:15][n:16][cH:17][c:18]([F:20])[cH:19]1.[OH2:40]>>[F:13][c:14]1[cH:15][n:16][cH:17][c:18]([F:20])[c:19]1[Sn:25]([CH2:21][CH2:22][CH2:23][CH3:24])([CH2:26][CH2:27][CH2:28][CH3:29])[CH2:30][CH2:31][CH2:32][CH3:33].